This data is from the Open Reaction Database (ORD), a public repository of structured organic reaction records. The task is: describe an organic reaction: reactants, conditions, products, and yield Starting materials: ClC=1C=CC(=C(CN2C3=C(NCC2)N=CC(=C3)C3=CC=C(C(=O)O)C=C3)C1)C(F)(F)F (4-{1-[5-chloro-2-(trifluoromethyl)benzyl]-1,2,3,4-tetrahydropyrido[2,3-b]pyrazin-7-yl}benzoic acid), C(CC1=CC=CC=C1)N (phenethylamine). Product: ClC=1C=CC(=C(CN2C3=C(NCC2)N=CC(=C3)C3=CC=C(C(=O)NCCC2=CC=CC=C2)C=C3)C1)C(F)(F)F (4-{1-[5-Chloro-2-(trifluoromethyl)benzyl]-1,2,3,4-tetrahydropyrido[2,3-b]pyrazin-7-yl}-N-phenethylbenzamide). RXN SMILES: [Cl:1][C:2]1[CH:3]=[CH:4][C:5]([C:28]([F:31])([F:30])[F:29])=[C:6]([CH:27]=1)[CH2:7][N:8]1[CH2:13][CH2:12][NH:11][C:10]2[N:14]=[CH:15][C:16]([C:18]3[CH:26]=[CH:25][C:21]([C:22]([OH:24])=O)=[CH:20][CH:19]=3)=[CH:17][C:9]1=2.[CH2:32]([NH2:40])[CH2:33][C:34]1[CH:39]=[CH:38][CH:37]=[CH:36][CH:35]=1>>[Cl:1][C:2]1[CH:3]=[CH:4][C:5]([C:28]([F:31])([F:30])[F:29])=[C:6]([CH:27]=1)[CH2:7][N:8]1[CH2:13][CH2:12][NH:11][C:10]2[N:14]=[CH:15][C:16]([C:18]3[CH:19]=[CH:20][C:21]([C:22]([NH:40][CH2:32][CH2:33][C:34]4[CH:39]=[CH:38][CH:37]=[CH:36][CH:35]=4)=[O:24])=[CH:25][CH:26]=3)=[CH:17][C:9]1=2. Procedure details: 4-{1-[5-chloro-2-(trifluoromethyl)benzyl]-1,2,3,4-tetrahydropyrido[2,3-b]pyrazin-7-yl}benzoic acid was reacted with phenethylamine as in General Procedure 10 to give the title compound. LCMS: m/z=550.96 (M+H+); retention time=0.94 minutes.